This data is from the Open Reaction Database (ORD), a public repository of structured organic reaction records. The task is: describe an organic reaction: reactants, conditions, products, and yield Reactants: hydroxyester, CC(C)C[AlH]CC(C)C (DIBAL-H), [NH4+].[Cl-] (NH4Cl), [OH-].[Na+] (sodium hydroxide), OO (hydrogen peroxide), C=C1CCC=2C(=CC=CC12)C(=O)OC (methyl 1-methylidene-2,3-dihydro-1H-indene-4-carboxylate). Run in C(Cl)Cl (DCM), O (water), C1CCOC1 (THF), C(Cl)Cl (DCM). Conditions: time 3 hour. Product: C1(CCC2=C(C=CC=C12)CO)CO (2,3-dihydro-1H-indene-1,4-diyldimethanol). Reaction SMILES: [CH2:1]=[C:2]1[C:10]2[CH:9]=[CH:8][CH:7]=[C:6]([C:11]([O:13]C)=O)[C:5]=2[CH2:4][CH2:3]1.[OH-:15].[Na+].OO.[NH4+].[Cl-].CC(C[AlH]CC(C)C)C>C1COCC1.O.C(Cl)Cl>[CH:2]1([CH2:1][OH:15])[C:10]2[C:5](=[C:6]([CH2:11][OH:13])[CH:7]=[CH:8][CH:9]=2)[CH2:4][CH2:3]1 |f:1.2,4.5|. Procedure details: To a solution of methyl 1-methylidene-2,3-dihydro-1H-indene-4-carboxylate (1.4 g, 7.4 mmol) in THF (15 mL) was added borane THF complex (1.0 M, 9.7 mL, 9.7 mmol) at 0° C. The mixture was allowed to stir for 3 hours. To the reaction was added 2N sodium hydroxide (7.5 mL, 15 mmol) and 30% hydrogen peroxide (1.7 mL, 15 mmol). The mixture was then allowed to warm to RT. LC analysis showed complete reaction within 30 minutes. The reaction was neutralized with NH4Cl, diluted with water, extracted with... The reactants are CN(C)C=O, CC(C)(C)[O-], OCC1CC1, O=[N+]([O-])c1cc2c(Nc3ccc(F)c(Cl)c3)ncnc2cc1F, Cl, [K+], O. As a reaction SMILES: [CH3:36][N:37]([CH3:38])[CH:39]=[O:40].[CH3:6][C:7]([CH3:8])([O-:9])[CH3:10].[CH:1]1([CH2:4][OH:5])[CH2:2][CH2:3]1.[Cl:12][c:13]1[cH:14][c:15]([NH:20][c:21]2[n:22][cH:23][n:24][c:25]3[cH:26][c:27]([F:34])[c:28]([N+:31](=[O:32])[O-:33])[cH:29][c:30]23)[cH:16][cH:17][c:18]1[F:19].[ClH:35].[K+:11].[OH2:41]>>[CH:1]1([CH2:4][O:5][c:27]2[cH:26][c:25]3[n:24][cH:23][n:22][c:21]([NH:20][c:15]4[cH:14][c:13]([Cl:12])[c:18]([F:19])[cH:17][cH:16]4)[c:30]3[cH:29][c:28]2[N+:31](=[O:32])[O-:33])[CH2:2][CH2:3]1. Yields the product O=[N+]([O-])c1cc2c(Nc3ccc(F)c(Cl)c3)ncnc2cc1OCC1CC1. The reactants are C1(=CC=CC=C1)N1C(C2=C(C=3C=CC=NC13)OCC2)=O (3,5-dihydro-5-phenyl-furo[3,2-c][1,8]naphthyridin-4(2H)-one), OCCN (2-hydroxyethylamine), C(C1=CC=CC=C1)N (benzylamine). The product is C1(=CC=CC=C1)N1C(C2=C(C=3C=CC=NC13)N(CC2)CC2=CC=CC=C2)=O (1,2,3,5-tetrahydro-5-phenyl-1-(phenylmethyl)-4H-pyrrolo[3,2-c][1,8] napthyridin-4-one). Reaction SMILES: [C:1]1([N:7]2[C:16]3[N:15]=[CH:14][CH:13]=[CH:12][C:11]=3[C:10]3O[CH2:18][CH2:19][C:9]=3[C:8]2=[O:20])[CH:6]=[CH:5][CH:4]=[CH:3][CH:2]=1.OCCN.[CH2:25]([NH2:32])[C:26]1[CH:31]=[CH:30][CH:29]=[CH:28][CH:27]=1>>[C:1]1([N:7]2[C:16]3[N:15]=[CH:14][CH:13]=[CH:12][C:11]=3[C:10]3[N:32]([CH2:25][C:26]4[CH:31]=[CH:30][CH:29]=[CH:28][CH:27]=4)[CH2:18][CH2:19][C:9]=3[C:8]2=[O:20])[CH:6]=[CH:5][CH:4]=[CH:3][CH:2]=1. Procedure details: This procedure will also produce 1,2,3,5-tetrahydro-I-(n-butyl)-5-phenyl-4H-pyrrolo[3,2-c] [l,8]naphthyridin-4-one when 1-phenyl-3-(2-hydroxyethyl)-4-hydroxy-[1,8]naphthyridin-2-one is substituted for 3,5-dihydro-5-phenyl-furo[3,2-c][1,8]naphthyridin-4(2H)-one and n-butylamine is substituted for benzylamine. Furthermore, 1,2,3,5-tetrahydro-5-(3-chlorophenyl)-1-(2-hydroxyethyl)-2-methyl-4H-pyrrolo[3,2-c][1,8] naphthyridin-4-one may be produced by this procedure when 1-(3-chlorophenyl)-4-hydroxy-3... The reactants are ClC1=CC=2N(C(=N1)O)N=CN2 (7-Chloro-[1,2,4]triazolo[1,5-c]pyrimidin-5-ol), O=P(Cl)(Cl)Cl (POCl3). Product: ClC1=NC(=CC=2N1N=CN2)Cl (5,7-Dichloro-[1,2,4]triazolo[1,5-c]pyrimidine). Reaction SMILES: [Cl:1][C:2]1[N:7]=[C:6](O)[N:5]2[N:9]=[CH:10][N:11]=[C:4]2[CH:3]=1.O=P(Cl)(Cl)[Cl:14]>>[Cl:14][C:6]1[N:5]2[N:9]=[CH:10][N:11]=[C:4]2[CH:3]=[C:2]([Cl:1])[N:7]=1. Reported procedure: The mixture of 7-Chloro-[1,2,4]triazolo[1,5-c]pyrimidin-5-ol (35 mg) in POCl3 was heated at reflux for 3 hours. After removal of the volatiles, the residue was purified by a short plug column eluting with 1:1 EtOAc/hexane to give 5,7-Dichloro-[1,2,4]triazolo[1,5-c]pyrimidine as an off-white solid (11 mg). 1H NMR (400 MHz, CDCl3) δ 8.49 (s, 1H) 7.72 (s, 1H). [M+H] calc'd for C5H2Cl2N4, 189; found, 189. Starting materials: O=C(Nc1ccc(Br)nc1)c1nn(-c2ccc(Cl)cc2)cc1CO, CS(=O)(=O)Cl, CCN(C(C)C)C(C)C, ClCCl, O. Yields the product O=C(Nc1ccc(Br)nc1)c1nn(-c2ccc(Cl)cc2)cc1CCl. RXN SMILES: [Br:1][c:2]1[cH:3][cH:4][c:5]([NH:8][C:9](=[O:10])[c:11]2[n:12][n:13](-[c:18]3[cH:19][cH:20][c:21]([Cl:24])[cH:22][cH:23]3)[cH:14][c:15]2[CH2:16][OH:17])[cH:6][n:7]1.[CH3:25][S:26]([Cl:27])(=[O:28])=[O:29].[CH:30]([N:31]([CH2:32][CH3:33])[CH:34]([CH3:35])[CH3:36])([CH3:37])[CH3:38].[Cl:39][CH2:40][Cl:41].[OH2:42]>>[Br:1][c:2]1[cH:3][cH:4][c:5]([NH:8][C:9](=[O:10])[c:11]2[n:12][n:13](-[c:18]3[cH:19][cH:20][c:21]([Cl:24])[cH:22][cH:23]3)[cH:14][c:15]2[CH2:16][Cl:27])[cH:6][n:7]1.